This data is from the Open Reaction Database (ORD), a public repository of structured organic reaction records. The task is: describe an organic reaction: reactants, conditions, products, and yield The reactants are C[C@H]1CN(CCN1)C(=O)OC(C)(C)C (1,1-dimethylethyl (3S)-3-methyl-1-piperazinecarboxylate), C=O (formaldehyde), sodium triacetoxy. Solvent: C(Cl)Cl (DCM). Yields the product C[C@H]1CN(CCN1C)C(=O)OC(C)(C)C (1,1-dimethylethyl (3S)-3,4-dimethyl-1-piperazinecarboxylate). Reaction SMILES: [CH3:1][C@@H:2]1[NH:7][CH2:6][CH2:5][N:4]([C:8]([O:10][C:11]([CH3:14])([CH3:13])[CH3:12])=[O:9])[CH2:3]1.[CH2:15]=O>C(Cl)Cl>[CH3:1][C@@H:2]1[N:7]([CH3:15])[CH2:6][CH2:5][N:4]([C:8]([O:10][C:11]([CH3:13])([CH3:12])[CH3:14])=[O:9])[CH2:3]1. Procedure: Commercially available 1,1-dimethylethyl (3S)-3-methyl-1-piperazinecarboxylate (3.05 g, 15.23 mmol), formaldehyde (37% in water) (2.13 mL), sodium triacetoxy borohoydride (5.52 g, 26.04 mmol) and DCM (250 mL) were stirred overnight. The solvent was removed, and 1N NaOH was added to the residue. The mixture was extracted with dichloromethane, and the organics were dried (Na2SO4) and concentrated in vacuo to provide 1,1-dimethylethyl (3S)-3,4-dimethyl-1-piperazinecarboxylate as a clear oil (3.15 g... Run at time 15 hour. Yields the product CC(COCC(=C)C)(C)N (2-methyl-1-[(2-methyl-2-propen-1-yl)oxy]-2-propanamine). RXN SMILES: [H-].[Na+].[NH2:3][C:4]([CH3:8])([CH3:7])[CH2:5][OH:6].Br[CH2:10][C:11]([CH3:13])=[CH2:12]>CN(C=O)C>[CH3:7][C:4]([NH2:3])([CH3:8])[CH2:5][O:6][CH2:12][C:11]([CH3:13])=[CH2:10] |f:0.1|. Reactants: [H-].[Na+] (NaH), NC(CO)(C)C (2-amino-2-methyl-1-propanol), BrCC(=C)C (3-bromo-2-methyl-1-propene). Procedure details: To a solution of NaH (60% dispersion in mineral oil, 2.0 g, 50 mmol, 1 equiv) in DMF at 0° C. was added 2-amino-2-methyl-1-propanol (4.8 ml, 50 mmol, 1 equiv) and after 1 h 3-bromo-2-methyl-1-propene (5.5 ml, 55 mmol, 1.1 equiv). The resulting solution was stirred at room temperature for 15 h then partitioned between AcOEt and H2O. The two layers were separated and the organic phase was washed with H2O and brine, dried over MgSO4 and distillated (45° C., P=150 mbar) to give 2-methyl-1-[(2-methyl... The solvent is CN(C)C=O (DMF).